Dataset: the Open Reaction Database (ORD), a public repository of structured organic reaction records. Task: describe an organic reaction: reactants, conditions, products, and yield Starting materials: CCN(CC)CCCC1CCCNC1, CCO, CC(C)OC(C)C, O=C1Nc2cccnc2N(C(=O)Cl)c2ccccc21. The product is CCN(CC)CCCC1CCCN(C(=O)N2c3ccccc3C(=O)Nc3cccnc32)C1, Cl. Reaction SMILES: [CH2:20]([CH3:21])[N:22]([CH2:23][CH2:24][CH2:25][CH:26]1[CH2:27][NH:28][CH2:29][CH2:30][CH2:31]1)[CH2:32][CH3:33].[CH2:41]([OH:42])[CH3:43].[CH:34]([O:35][CH:36]([CH3:37])[CH3:38])([CH3:39])[CH3:40].[Cl:1][C:2](=[O:3])[N:4]1[c:5]2[c:6]([cH:16][cH:17][cH:18][n:19]2)[NH:7][C:8](=[O:15])[c:9]2[c:10]1[cH:11][cH:12][cH:13][cH:14]2>>[C:2](=[O:3])([N:4]1[c:5]2[c:6]([cH:16][cH:17][cH:18][n:19]2)[NH:7][C:8](=[O:15])[c:9]2[c:10]1[cH:11][cH:12][cH:13][cH:14]2)[N:28]1[CH2:27][CH:26]([CH2:25][CH2:24][CH2:23][N:22]([CH2:20][CH3:21])[CH2:32][CH3:33])[CH2:31][CH2:30][CH2:29]1.[ClH:1]. The reactants are CC(C[C@@H](C(=O)OC)[C@@H](CCC)O)C (methyl (2R,3R)-2-(2-methyl-1-propyl)-3-hydroxyhexanoate), O.[OH-].[Li+] (lithium hydroxide monohydrate), S(=O)(=O)(O)[O-].[Na+] (sodium hydrogen sulfate). The solvent is O.CO.C1CCOC1 (water MeOH THF). Run at time 8 hour. Yields the product CC(C[C@@H](C(=O)O)[C@@H](CCC)O)C ((2R,3R)-2-(2-methyl-1-propyl)-3-hydroxyhexanoic acid). Yield: 99.9%. As a reaction SMILES: [CH3:1][CH:2]([CH3:14])[CH2:3][C@H:4]([C@H:9]([OH:13])[CH2:10][CH2:11][CH3:12])[C:5]([O:7]C)=[O:6].O.[OH-].[Li+].S([O-])(O)(=O)=O.[Na+]>O.CO.C1COCC1>[CH3:14][CH:2]([CH3:1])[CH2:3][C@H:4]([C@H:9]([OH:13])[CH2:10][CH2:11][CH3:12])[C:5]([OH:7])=[O:6] |f:1.2.3,4.5,6.7.8|. Reported procedure: A solution of methyl (2R,3R)-2-(2-methyl-1-propyl)-3-hydroxyhexanoate (6.5 g, 31.9 mmol) in 100 mL of water—MeOH—THF (1:1:4) is treated with lithium hydroxide monohydrate (1.6 g, 38 mmol) and stirred overnight. The reaction mixture is acidified to pH 2 using 1 M aqueous sodium hydrogen sulfate and extracted with two 100-mL portions of EtOAc. The combined organic layers are washed with two 25-mL portions of saturated aqueous sodium chloride, dried over sodium sulfate and filtered, and the solvent... The reactants are ClC(C)Cl (dichloroethane), CN(C=O)C (dimethylformamide), C(C(=O)Cl)(=O)Cl (oxalylchloride), S1C=CC=2NC=CC(C21)=O (4H-thieno[3,2-b]pyridine-7-one). Solvent: ClCCl (dichloromethane). Yields the product ClC1=C2C(=NC=C1)C=CS2 (7-chloro-thieno[3,2-b]pyridine), solid. The yield is 90.0%. RXN SMILES: Cl[CH:2]([Cl:4])[CH3:3].CN(C)C=O.C(Cl)(=O)C(Cl)=O.[S:16]1C2C(=O)[CH:22]=[CH:21][NH:20][C:19]=2[CH:18]=[CH:17]1>ClCCl>[Cl:4][C:2]1[CH:22]=[CH:21][N:20]=[C:19]2[CH:18]=[CH:17][S:16][C:3]=12. Procedure details: 30 ml of dichloromethane and 20 ml of dichloroethane in 250 ml round bottom flask were added with dimethylformamide (1.8 ml, 23.28 mmol) and oxalylchloride (2.9 ml, 33.86 mmol) was slowly dropped to the mixture at 0° C. After 4H-thieno[3,2-b]pyridine-7-one (1.6 g, 10.58 mmol) was added, the mixture was refluxed for 6 hours. After lowering the temperature to room temperature, the title compound of yellowish solid (1.7 g, 90%) was obtained. The reactants are CC(C)([O-])C.[K+] (potassium tert-butoxide), C([O-])([O-])=O.[K+].[K+] (potassium carbonate), C[N+]#[C-] (Methyl isocyanide), [C@H]12C(CC[C@H](CC1)N2C)=O ((±)-tropan-2-one). The solvent is C(OC)COC (dimethoxyethane), C(C)O (Ethanol). Run at temperature 0 celsius. Yields the product CN1C2C(CCC1CC2)C#N (8-methyl-8-azabicyclo[3.2.1]octane-2nitrile). As a reaction SMILES: [CH3:1][N+:2]#[C-:3].[C@@H:4]12[N:11](C)[C@@H:8]([CH2:9][CH2:10]1)[CH2:7][CH2:6][C:5]2=O.CC(C)([O-])C.[K+].C(=O)([O-])[O-].[K+].[K+]>C(COC)OC.C(O)C>[CH3:3][N:2]1[CH:4]2[CH2:10][CH2:9][CH:1]1[CH:7]([C:8]#[N:11])[CH2:6][CH2:5]2 |f:2.3,4.5.6|. Procedure: Methyl isocyanide (5.04 g., 0.026 mol) was added to (±)-tropan-2-one (2 g., 0.0143 mol) in dimethoxyethane (80 ml) and the solution cooled to 0° C. Ethanol (2 ml) was added followed by addition of potassium tert-butoxide (5.64 g, 6.05 mol). The mixture was then heated at 50° C. for three hours, cooled and poured into a saturated potassium carbonate solution (300 ml). This was extracted with ethyl acetate (3×100 ml) and the combined extracts dried (K2CO3), filtered and evaporated to give a crude ...